The task is: describe an organic reaction: reactants, conditions, products, and yield. This data is from the Open Reaction Database (ORD), a public repository of structured organic reaction records. The reactants are COC(C[C@@H]1COC2=C1C=CC(=C2)O[C@@H]2CCC1=C(C(=CC=C21)C(F)(F)F)Br)=O ({(S)-6-[(R)-4-bromo-5-trifluoromethyl-indan-1-yloxy]-2,3-dihydro-benzofuran-3-yl}-acetic acid methyl ester), O1CC[NH+](CCC1)C[B-](F)(F)F (([1,4]oxazepanium-4-yl)methyltrifluoroborate), Intermediate 3. Yields the product COC(C[C@@H]1COC2=C1C=CC(=C2)O[C@@H]2CCC1=C(C(=CC=C21)C(F)(F)F)CN2CCOCCC2)=O ({(S)-6-[(R)-4-[1,4]Oxazepan-4-ylmethyl-5-trifluoromethyl-indan-1-yloxy]-2,3-dihydro-benzofuran-3-yl}-acetic acid methyl ester). RXN SMILES: [CH3:1][O:2][C:3](=[O:29])[CH2:4][C@H:5]1[C:9]2[CH:10]=[CH:11][C:12]([O:14][C@H:15]3[C:23]4[C:18](=[C:19](Br)[C:20]([C:24]([F:27])([F:26])[F:25])=[CH:21][CH:22]=4)[CH2:17][CH2:16]3)=[CH:13][C:8]=2[O:7][CH2:6]1.[O:30]1[CH2:36][CH2:35][CH2:34][NH+:33]([CH2:37][B-](F)(F)F)[CH2:32][CH2:31]1>>[CH3:1][O:2][C:3](=[O:29])[CH2:4][C@H:5]1[C:9]2[CH:10]=[CH:11][C:12]([O:14][C@H:15]3[C:23]4[C:18](=[C:19]([CH2:37][N:33]5[CH2:34][CH2:35][CH2:36][O:30][CH2:31][CH2:32]5)[C:20]([C:24]([F:27])([F:26])[F:25])=[CH:21][CH:22]=4)[CH2:17][CH2:16]3)=[CH:13][C:8]=2[O:7][CH2:6]1. Procedure: The title compound is prepared from {(S)-6-[(R)-4-bromo-5-trifluoromethyl-indan-1-yloxy]-2,3-dihydro-benzofuran-3-yl}-acetic acid methyl ester and ([1,4]oxazepanium-4-yl)methyltrifluoroborate following a procedure analogous to that described for Intermediate 3. LC (method 1): tR=0.94 min; Mass spectrum (ESI+): m/z=506 [M+H]+.